Dataset: the Open Reaction Database (ORD), a public repository of structured organic reaction records. Task: describe an organic reaction: reactants, conditions, products, and yield Starting materials: CCOC(C)=O, C1CCOC1, CCN(CC)C(=O)c1ccc(C)cc1, CCCCCC, [Li]C(C)CC, Cl, CN(C)C=O. Yields the product CCN(CC)C(=O)c1ccc(C)cc1C=O. RXN SMILES: [C:31]([O:32][CH2:33][CH3:34])(=[O:35])[CH3:36].[CH2:26]1[O:27][CH2:28][CH2:29][CH2:30]1.[CH2:6]([CH3:7])[N:8]([C:9]([c:10]1[cH:11][cH:12][c:13]([CH3:16])[cH:14][cH:15]1)=[O:17])[CH2:18][CH3:19].[CH3:37][CH2:38][CH2:39][CH2:40][CH2:41][CH3:42].[CH:1]([Li:2])([CH2:3][CH3:4])[CH3:5].[ClH:25].[O:20]=[CH:21][N:22]([CH3:23])[CH3:24]>>[CH2:6]([CH3:7])[N:8]([C:9]([c:10]1[c:11]([CH:21]=[O:20])[cH:12][c:13]([CH3:16])[cH:14][cH:15]1)=[O:17])[CH2:18][CH3:19].